This data is from the Open Reaction Database (ORD), a public repository of structured organic reaction records. The task is: describe an organic reaction: reactants, conditions, products, and yield Starting materials: [Br-], O=C(Cl)Oc1ccc(Oc2ccc(C(F)(F)F)cn2)cc1, [K+], c1ccc(-c2ccc(CN3CCCNCC3)cc2)cc1. Yields the product O=C(Oc1ccc(Oc2ccc(C(F)(F)F)cn2)cc1)N1CCCN(Cc2ccc(-c3ccccc3)cc2)CC1, Cl. Reaction SMILES: [Br-:42].[Cl:1][C:2](=[O:3])[O:4][c:5]1[cH:6][cH:7][c:8]([O:11][c:12]2[n:13][cH:14][c:15]([C:18]([F:19])([F:20])[F:21])[cH:16][cH:17]2)[cH:9][cH:10]1.[K+:43].[c:22]1(-[c:36]2[cH:37][cH:38][cH:39][cH:40][cH:41]2)[cH:23][cH:24][c:25]([CH2:28][N:29]2[CH2:30][CH2:31][NH:32][CH2:33][CH2:34][CH2:35]2)[cH:26][cH:27]1>>[C:2](=[O:3])([O:4][c:5]1[cH:6][cH:7][c:8]([O:11][c:12]2[n:13][cH:14][c:15]([C:18]([F:19])([F:20])[F:21])[cH:16][cH:17]2)[cH:9][cH:10]1)[N:32]1[CH2:31][CH2:30][N:29]([CH2:28][c:25]2[cH:24][cH:23][c:22](-[c:36]3[cH:37][cH:38][cH:39][cH:40][cH:41]3)[cH:27][cH:26]2)[CH2:35][CH2:34][CH2:33]1.[ClH:1]. Starting materials: C(=O)C1=CC=C(C=C1)C1(OCCO1)C (2-(4-formylphenyl)-2-methyl-1,3-dioxolane), S(=O)(=O)(C1=CC=C(C)C=C1)C[N+]#[C-] (tosylmethyl isocyanide), C([O-])([O-])=O.[K+].[K+] (potassium carbonate). Run in CO (methanol), O (water). Product: O1C=NC=C1C1=CC=C(C=C1)C1(OCCO1)C (2-[4-(5-Oxazolyl)phenyl]-2-methyl-1,3-dioxolane). The yield is 37.4%. Reaction SMILES: [CH:1]([C:3]1[CH:8]=[CH:7][C:6]([C:9]2([CH3:14])[O:13][CH2:12][CH2:11][O:10]2)=[CH:5][CH:4]=1)=[O:2].S([CH2:25][N+:26]#[C-:27])(C1C=CC(C)=CC=1)(=O)=O.C(=O)([O-])[O-].[K+].[K+]>CO.O>[O:2]1[C:1]([C:3]2[CH:4]=[CH:5][C:6]([C:9]3([CH3:14])[O:10][CH2:11][CH2:12][O:13]3)=[CH:7][CH:8]=2)=[CH:27][N:26]=[CH:25]1 |f:2.3.4|. Procedure: To a stirred solution of 2-(4-formylphenyl)-2-methyl-1,3-dioxolane (1.58 g, 8.23 mmol) in methanol (10 ml) was added tosylmethyl isocyanide (2.0 g, 10.3 mmol), potassium carbonate (1.42 g, 10.3 mmol), and the mixture was heated at reflux temperature for 2 hours. The reaction mixture was diluted with water and the whole was extracted with CH2Cl2. The organic layer was washed with brine, dried over MgSO4, and concentrated in vacuo. The residue was purified by flash chromatography eluting with ethy... Reactants: ClC1=CC(=CC2=C1NC(=N2)C2=NOC1(C2)CCCCC1)C1=C(C=CC=C1)OC(F)(F)F (3-[7-Chloro-5-(2-trifluoromethoxyphenyl)-1H-benzimidazol-2-yl]-1-oxa-2-aza-spiro[4.5]dec-2-ene), CS(=O)(=O)O (Methanesulfonic acid). Run in CCOC(=O)C (EtOAc). Yields the product CS(=O)(=O)O.ClC1=CC(=CC2=C1NC(=N2)C2=NOC1(C2)CCCCC1)C1=C(C=CC=C1)OC(F)(F)F (3-[7-Chloro-5-(2-trifluoromethoxyphenyl)-1H-benzimidazol-2-yl]-1-oxa-2-aza-spiro[4.5]dec-2-ene methanesulfonate). Yield: 93.0%. Reaction SMILES: [Cl:1][C:2]1[C:7]2[NH:8][C:9]([C:11]3[CH2:15][C:14]4([CH2:20][CH2:19][CH2:18][CH2:17][CH2:16]4)[O:13][N:12]=3)=[N:10][C:6]=2[CH:5]=[C:4]([C:21]2[CH:26]=[CH:25][CH:24]=[CH:23][C:22]=2[O:27][C:28]([F:31])([F:30])[F:29])[CH:3]=1.[CH3:32][S:33]([OH:36])(=[O:35])=[O:34]>CCOC(C)=O>[CH3:32][S:33]([OH:36])(=[O:35])=[O:34].[Cl:1][C:2]1[C:7]2[NH:8][C:9]([C:11]3[CH2:15][C:14]4([CH2:16][CH2:17][CH2:18][CH2:19][CH2:20]4)[O:13][N:12]=3)=[N:10][C:6]=2[CH:5]=[C:4]([C:21]2[CH:26]=[CH:25][CH:24]=[CH:23][C:22]=2[O:27][C:28]([F:29])([F:30])[F:31])[CH:3]=1 |f:3.4|. Procedure details: 3-[7-Chloro-5-(2-trifluoromethoxyphenyl)-1H-benzimidazol-2-yl]-1-oxa-2-aza-spiro[4.5]dec-2-ene (64.0 mg, 0.142 mmol, as prepared in the previous step) was placed in an 8 mL vial, and EtOAc (1 mL) was added. Methanesulfonic acid (9.22 μL, 0.142 mmol) was added via microsyringe. The solvent was removed under reduced pressure. The residue was triturated with ether (4 mL), and the solvent was removed via pipette. Trituration and solvent removal were repeated. The solid was dried under high vacuum to... Starting materials: NC1=NC=NC(=C1C#N)N[C@@H](C)C1=NC2=C(N1C)C(=C(C=C2)F)Br (4-amino-6-[(S)-1-(7-bromo-6-fluoro-1-methyl-1H-benzoimidazol-2-yl)ethylamino]-pyrimidine-5-carbonitrile), N1=CC(=CC=C1)B(O)O (3-pyridylboronic acid), C([O-])([O-])=O.[Cs+].[Cs+] (caesium carbonate). The reagents and catalysts are C=1C=CC(=CC1)[P](C=2C=CC=CC2)(C=3C=CC=CC3)[Pd]([P](C=4C=CC=CC4)(C=5C=CC=CC5)C=6C=CC=CC6)([P](C=7C=CC=CC7)(C=8C=CC=CC8)C=9C=CC=CC9)[P](C=1C=CC=CC1)(C=1C=CC=CC1)C=1C=CC=CC1 (tetrakis(triphenylphosphine)palladium(0)). The solvent is O1CCOCC1 (dioxane), O (water). Run at temperature 140 celsius. Product: NC1=NC=NC(=C1C#N)N[C@@H](C)C1=NC2=C(N1C)C(=C(C=C2)F)C=2C=NC=CC2 (4-amino-6-[[(1S)-1-[6-fluoro-1-methyl-7-(3-pyridyl)benzimidazol-2-yl]ethyl]amino]pyrimidine-5-carbonitrile). Yield: 65.4%. RXN SMILES: [NH2:1][C:2]1[C:7]([C:8]#[N:9])=[C:6]([NH:10][C@H:11]([C:13]2[N:17]([CH3:18])[C:16]3[C:19](Br)=[C:20]([F:23])[CH:21]=[CH:22][C:15]=3[N:14]=2)[CH3:12])[N:5]=[CH:4][N:3]=1.[N:25]1[CH:30]=[CH:29][CH:28]=[C:27](B(O)O)[CH:26]=1.C(=O)([O-])[O-].[Cs+].[Cs+]>O1CCOCC1.O.C1C=CC([P]([Pd]([P](C2C=CC=CC=2)(C2C=CC=CC=2)C2C=CC=CC=2)([P](C2C=CC=CC=2)(C2C=CC=CC=2)C2C=CC=CC=2)[P](C2C=CC=CC=2)(C2C=CC=CC=2)C2C=CC=CC=2)(C2C=CC=CC=2)C2C=CC=CC=2)=CC=1>[NH2:1][C:2]1[C:7]([C:8]#[N:9])=[C:6]([NH:10][C@H:11]([C:13]2[N:17]([CH3:18])[C:16]3[C:19]([C:27]4[CH:26]=[N:25][CH:30]=[CH:29][CH:28]=4)=[C:20]([F:23])[CH:21]=[CH:22][C:15]=3[N:14]=2)[CH3:12])[N:5]=[CH:4][N:3]=1 |f:2.3.4,^1:50,52,71,90|. Reported procedure: A mixture of 4-amino-6-[(S)-1-(7-bromo-6-fluoro-1-methyl-1H-benzoimidazol-2-yl)ethylamino]-pyrimidine-5-carbonitrile, (0.10 g, 0.26 mmol), 3-pyridylboronic acid (0.041 g, 0.33 mmol), tetrakis(triphenylphosphine)palladium(0) (0.015 g, 0.013 mmol) and caesium carbonate (0.17 g, 0.51 mmol) in dioxane (3 mL) and water (1.5 mL) was placed in a sealed tube and degassed with nitrogen for 5 min, then heated for 30 minutes at 140° C. by microwave irradiation. The resulting mixture was loaded onto an Isol... The reactants are C=CCC(CC)C(O)CC(=O)OCC, CO, [K+], [OH-]. Product: C=CCC(CC)C(O)CC(=O)O. Reaction SMILES: [CH2:1]([CH3:2])[CH:3]([CH:4]([CH2:5][C:6](=[O:7])[O:8][CH2:9][CH3:10])[OH:11])[CH2:12][CH:13]=[CH2:14].[CH3:15][OH:16].[K+:18].[OH-:17]>>[CH2:1]([CH3:2])[CH:3]([CH:4]([CH2:5][C:6](=[O:7])[OH:8])[OH:11])[CH2:12][CH:13]=[CH2:14].